From a dataset of the Open Reaction Database (ORD), a public repository of structured organic reaction records. describe an organic reaction: reactants, conditions, products, and yield The reactants are C(C)(=O)OCC (ethyl acetate), 1H-2-[1-Methyl-4-(3-methylthiopropionyl)aminopyrrol-2-yl]benzimidazole 5-[N-[4-[N,N-bis(2-chloroethyl)amino]phenyl]]carboxamide, CC1=C(C=CC(=C1)S(=O)(=O)O)C (methyl p-toluenesulfonic acid), O.C1(=CC=C(C=C1)S(=O)(=O)O)C (p-toluenesulfonic acid monohydrate), C(C)(=O)OCC (ethyl acetate). Run in C(=O)O (formic acid). Run at time 2 day. Product: CC=1C=CC(=CC1)S(=O)(=O)O (p-toluenesulfonate). Yield: 53.0%. Reaction SMILES: C[C:2]1[CH:7]=[C:6]([S:8]([OH:11])(=[O:10])=[O:9])[CH:5]=[CH:4][C:3]=1[CH3:12].O.C1(C)C=CC(S(O)(=O)=O)=CC=1.C(OCC)(=O)C>C(O)=O>[CH3:12][C:3]1[CH:2]=[CH:7][C:6]([S:8]([OH:11])(=[O:10])=[O:9])=[CH:5][CH:4]=1 |f:1.2|. Reported procedure: 1H-2-[1-Methyl-4-(3-methylthiopropionyl)aminopyrrol-2-yl]benzimidazole-5-[N-[4-[N,N-bis(2-chloroethyl)amino]phenyl]]carboxamide (10.1 g) was dissolved in 35 ml of 98-100% formic acid. To this solution were added 8 ml of methyl p-toluenesulfonic acid and 4.1 g (1.2 equivalents) of p-toluenesulfonic acid monohydrate, and then the mixture was stirred at room temperature for 2 days in darkness. Treatment with ethyl acetate and decantation were repeated 2 times each (700 ml×2), and then sludging was ... Starting materials: N (ammonia), C(#N)CCN(CC(=O)O)C(CCCCCCCCCCC)=O (N-cyanoethyl-N-dodecanoylglycine). Yields the product C(#N)CCN(CC(=O)[O-])C(CCCCCCCCCCC)=O.[NH4+] (ammonium N-cyanoethyl-N-dodecanoylglycinate). RXN SMILES: [NH3:1].[C:2]([CH2:4][CH2:5][N:6]([C:11](=[O:23])[CH2:12][CH2:13][CH2:14][CH2:15][CH2:16][CH2:17][CH2:18][CH2:19][CH2:20][CH2:21][CH3:22])[CH2:7][C:8]([OH:10])=[O:9])#[N:3]>>[C:2]([CH2:4][CH2:5][N:6]([C:11](=[O:23])[CH2:12][CH2:13][CH2:14][CH2:15][CH2:16][CH2:17][CH2:18][CH2:19][CH2:20][CH2:21][CH3:22])[CH2:7][C:8]([O-:10])=[O:9])#[N:3].[NH4+:1] |f:2.3|. Procedure details: 28% aqueous ammonia was gradually added to the N-cyanoethyl-N-dodecanoylglycine obtained in Example 2 to thereby adjust the pH of the system to 6.5. Thus, an aqueous solution of ammonium N-cyanoethyl-N-dodecanoylglycinate was obtained.